From a dataset of the Open Reaction Database (ORD), a public repository of structured organic reaction records. describe an organic reaction: reactants, conditions, products, and yield Starting materials: BrC1=CC=CC(=N1)C=O (6-bromopyridine-2-carbaldehyde), CN (methylamine). The product is BrC1=CC=CC(=N1)CNC (1-(6-Bromopyridin-2-yl)-N-methylmethanamine). Reaction SMILES: [Br:1][C:2]1[N:7]=[C:6]([CH:8]=O)[CH:5]=[CH:4][CH:3]=1.[CH3:10][NH2:11]>>[Br:1][C:2]1[N:7]=[C:6]([CH2:8][NH:11][CH3:10])[CH:5]=[CH:4][CH:3]=1. Procedure details: The title compound was prepared according to the procedure in Example 45 Step 1 using 6-bromopyridine-2-carbaldehyde (0.50 g, 2.69 mmol) and methylamine (0.253 mg, 2.69 mmol) as the starting materials The reactants are O (water), NC=1C=C(C=CC1)C=1NC(C(C(=O)O)=CC1)=O (6-(3-aminophenyl)-1,2-dihydro-2-oxonicotinic acid), O (water), Cl.N1=CC(=CC=C1)S(=O)(=O)Cl (3-pyridinesulfonyl chloride hydrochloride), Cl.N1=CC(=CC=C1)S(=O)(=O)Cl (3-pyridinesulfonyl chloride hydrochloride). Run in C([O-])([O-])=O.[K+].[K+] (potassium carbonate), C([O-])([O-])=O.[K+].[K+] (potassium carbonate), C([O-])([O-])=O.[K+].[K+] (potassium carbonate), C([O-])([O-])=O.[K+].[K+] (potassium carbonate). Product: N1=CC(=CC=C1)S(=O)(=O)NC=1C=C(C=CC1)C=1NC(C(C(=O)O)=CC1)=O (6-[3-(3-pyridinylsulfonylamino)phenyl]-1,2-dihydro-2-oxonicotinic acid). Yield: 81.9%. Reaction SMILES: [NH2:1][C:2]1[CH:3]=[C:4]([C:8]2[NH:9][C:10](=[O:17])[C:11](=[CH:15][CH:16]=2)[C:12]([OH:14])=[O:13])[CH:5]=[CH:6][CH:7]=1.O.Cl.[N:20]1[CH:25]=[CH:24][CH:23]=[C:22]([S:26](Cl)(=[O:28])=[O:27])[CH:21]=1>C(=O)([O-])[O-].[K+].[K+]>[N:20]1[CH:25]=[CH:24][CH:23]=[C:22]([S:26]([NH:1][C:2]2[CH:3]=[C:4]([C:8]3[NH:9][C:10](=[O:17])[C:11](=[CH:15][CH:16]=3)[C:12]([OH:14])=[O:13])[CH:5]=[CH:6][CH:7]=2)(=[O:28])=[O:27])[CH:21]=1 |f:2.3,4.5.6|. Reported procedure: A suspension of 11.5 g (50 mmol) of 6-(3-aminophenyl)-1,2-dihydro-2-oxonicotinic acid and 300 ml of water is stirred at room temperature and 21 g (0.15 mol) of potassium carbonate is added. The solution is cooled to 25° and 13.0 g (61 mmol) of 3-pyridinesulfonyl chloride hydrochloride is slowly added. The solution is clarified by filtration and the pH of the filtrate adjusted to 5.3 with hydrochloric acid. The precipitated solid is filtered, washed with water and dissolved in 300 ml of water con... Starting materials: Compound 127, CC1=C(C=NN1)B1OC(C(O1)(C)C)(C)C (5-methyl-4-(4,4,5,5-tetramethyl-[1,3,2]dioxaborolan-2-yl)-1H-pyrazole), BrC1=CN=C(C=2N1C=CN2)NC2=CC=C(C=C2)N2CCN(CC2)C ((5-bromoimidazo[1,2-a]pyrazin-8-yl)-(4-(4-methylpiperazin-1-yl)phenyl)amine). The reagents and catalysts are C=1C=CC(=CC1)[P](C=2C=CC=CC2)(C=3C=CC=CC3)[Pd]([P](C=4C=CC=CC4)(C=5C=CC=CC5)C=6C=CC=CC6)([P](C=7C=CC=CC7)(C=8C=CC=CC8)C=9C=CC=CC9)[P](C=1C=CC=CC1)(C=1C=CC=CC1)C=1C=CC=CC1 (Pd(PPh3)4). Solvent: CN(C)C=O (DMF), O1CCOCC1 (dioxane), C(=O)([O-])[O-].[Na+].[Na+] (Na2CO3). Yields the product CN1CCN(CC1)C1=CC=C(C=C1)NC=1C=2N(C(=CN1)C=1C=NNC1C)C=CN2 ((4-(4-Methylpiperazin-1-yl)phenyl)-[5-(5-methyl-1H-pyrazol-4-yl)imidazo[1,2-a]pyrazin-8-yl]amine). RXN SMILES: [CH3:1][C:2]1[NH:6][N:5]=[CH:4][C:3]=1B1OC(C)(C)C(C)(C)O1.Br[C:17]1[N:22]2[CH:23]=[CH:24][N:25]=[C:21]2[C:20]([NH:26][C:27]2[CH:32]=[CH:31][C:30]([N:33]3[CH2:38][CH2:37][N:36]([CH3:39])[CH2:35][CH2:34]3)=[CH:29][CH:28]=2)=[N:19][CH:18]=1>O1CCOCC1.CN(C=O)C.C([O-])([O-])=O.[Na+].[Na+].C1C=CC([P]([Pd]([P](C2C=CC=CC=2)(C2C=CC=CC=2)C2C=CC=CC=2)([P](C2C=CC=CC=2)(C2C=CC=CC=2)C2C=CC=CC=2)[P](C2C=CC=CC=2)(C2C=CC=CC=2)C2C=CC=CC=2)(C2C=CC=CC=2)C2C=CC=CC=2)=CC=1>[CH3:39][N:36]1[CH2:37][CH2:38][N:33]([C:30]2[CH:31]=[CH:32][C:27]([NH:26][C:20]3[C:21]4[N:22]([CH:23]=[CH:24][N:25]=4)[C:17]([C:3]4[CH:4]=[N:5][NH:6][C:2]=4[CH3:1])=[CH:18][N:19]=3)=[CH:28][CH:29]=2)[CH2:34][CH2:35]1 |f:4.5.6,^1:60,62,81,100|. Reported procedure: In the same way as described for Compound 127, step 4, using 5-methyl-4-(4,4,5,5-tetramethyl-[1,3,2]dioxaborolan-2-yl)-1H-pyrazole (75 mg, 0.36 mmol), (5-bromoimidazo[1,2-a]pyrazin-8-yl)-(4-(4-methylpiperazin-1-yl)phenyl)amine (70 mg, 0.18 mmol) and Pd(PPh3)4 (52 mg, 0.045 mmol) in dioxane (0.6 mL), DMF (1.33 mL) and 1.5M Na2CO3 (0.97 mL). The residue is chromatographed on silica gel, eluting with DCM followed by 95:5 DCM:NH3 (7M in MeOH), and the fractions containing the desired product are com...